This data is from the Open Reaction Database (ORD), a public repository of structured organic reaction records. The task is: describe an organic reaction: reactants, conditions, products, and yield The reactants are O=C1CCC(=O)N1Br, ClC(Cl)(Cl)Cl, COC(=O)c1ccc(C)nc1, CCCCCC, CC(C)(C#N)N=NC(C)(C)C#N. Yields the product COC(=O)c1ccc(CBr)nc1. As a reaction SMILES: [Br:12][N:13]1[C:14](=[O:15])[CH2:16][CH2:17][C:18]1=[O:19].[C:38]([Cl:39])([Cl:40])([Cl:41])[Cl:42].[CH3:1][c:2]1[n:3][cH:4][c:5]([C:6](=[O:7])[O:8][CH3:9])[cH:10][cH:11]1.[CH3:32][CH2:33][CH2:34][CH2:35][CH2:36][CH3:37].[N:20]([C:21]([CH3:22])([CH3:23])[C:24]#[N:25])=[N:26][C:27]([CH3:28])([CH3:29])[C:30]#[N:31]>>[CH2:1]([c:2]1[n:3][cH:4][c:5]([C:6](=[O:7])[O:8][CH3:9])[cH:10][cH:11]1)[Br:12]. Starting materials: C=C(C)C(C(=O)OC(c1ccccc1)c1ccccc1)N1C(=O)C2N=C(c3ccccc3)OC21, O=[Ca], O=S(=O)(Cl)Cl, c1ccccc1. Yields the product C=C(CCl)C(C(=O)OC(c1ccccc1)c1ccccc1)N1C(=O)C2N=C(c3ccccc3)OC21. RXN SMILES: [CH3:1][C:2]([CH:3]([C:4](=[O:5])[O:6][CH:7]([c:8]1[cH:9][cH:10][cH:11][cH:12][cH:13]1)[c:14]1[cH:15][cH:16][cH:17][cH:18][cH:19]1)[N:20]1[CH:21]2[O:22][C:23]([c:28]3[cH:29][cH:30][cH:31][cH:32][cH:33]3)=[N:24][CH:25]2[C:26]1=[O:27])=[CH2:34].[O:35]=[Ca:36].[S:37]([Cl:38])(=[O:39])([Cl:40])=[O:41].[cH:42]1[cH:43][cH:44][cH:45][cH:46][cH:47]1>>[CH2:1]([C:2]([CH:3]([C:4](=[O:5])[O:6][CH:7]([c:8]1[cH:9][cH:10][cH:11][cH:12][cH:13]1)[c:14]1[cH:15][cH:16][cH:17][cH:18][cH:19]1)[N:20]1[CH:21]2[O:22][C:23]([c:28]3[cH:29][cH:30][cH:31][cH:32][cH:33]3)=[N:24][CH:25]2[C:26]1=[O:27])=[CH2:34])[Cl:40].